From a dataset of the Open Reaction Database (ORD), a public repository of structured organic reaction records. describe an organic reaction: reactants, conditions, products, and yield Starting materials: C(C)O (ethanol), C1(CCCCC1)N1N=C(C(=C1C(=O)N)NC(C1=C(C=CC=C1)OC)=O)C (1-Cyclohexyl-4-[(2-methoxybenzoyl)amino]-3-methyl-1H-pyrazole-5-carboxamide), aqueous solution, [OH-].[Na+] (sodium hydroxide). Solvent: O (water). Run at temperature 90 celsius, time 10 hour. Yields the product C1(CCCCC1)N1N=C(C=2N=C(NC(C21)=O)C2=C(C=CC=C2)OC)C (1-Cyclohexyl-5-(2-methoxyphenyl)-3-methyl-1,6-dihydro-7H-pyrazolo[4,3-d]pyrimidin-7-one). Yield: 72.3%. Reaction SMILES: C(O)C.[CH:4]1([N:10]2[C:14]([C:15]([NH2:17])=[O:16])=[C:13]([NH:18][C:19](=O)[C:20]3[CH:25]=[CH:24][CH:23]=[CH:22][C:21]=3[O:26][CH3:27])[C:12]([CH3:29])=[N:11]2)[CH2:9][CH2:8][CH2:7][CH2:6][CH2:5]1.[OH-].[Na+]>O>[CH:4]1([N:10]2[C:14]3[C:15](=[O:16])[NH:17][C:19]([C:20]4[CH:25]=[CH:24][CH:23]=[CH:22][C:21]=4[O:26][CH3:27])=[N:18][C:13]=3[C:12]([CH3:29])=[N:11]2)[CH2:9][CH2:8][CH2:7][CH2:6][CH2:5]1 |f:2.3|. Reported procedure: To a 2 ml ethanol solution of 100 mg (0.28 mmol) of the compound obtained in Example 9, 1 ml of a 1M aqueous solution of sodium hydroxide was added, and the mixture was stirred at 90° C. for 10 hours. Then, the reaction mixture was brought to room temperature, water was added, and the mixture was extracted with ethyl acetate. The organic layer was washed with water and a saturated aqueous solution of sodium chloride. After the washed layer was dried over anhydrous sodium sulfate, the solvent was... Starting materials: O[C@@H]1C[C@H]2CC[C@H]3[C@]4(CC[C@@H]([C@@]4(C)CC[C@@H]3[C@]2(CC1)C)/C=C/C=C/C(=O)OC)O (methyl (E,E)-5-(3β,14β-dihydroxy-5β-androstane-17β-yl)-2,4-pentadienoate). The solvent is O1CCCC1 (tetrahydrofuran), [AlH](CC(C)C)CC(C)C (i-Bu2AlH), CCCCCC (hexane). Reaction conditions: time 8 hour. Yields the product O[C@@H]1C[C@H]2CC[C@H]3[C@]4(CC[C@@H]([C@@]4(C)CC[C@@H]3[C@]2(CC1)C)/C=C/C=C/CO)O ((E,E)-5-(3β,14β-dihydroxy-5β-androstane-17β-yl)-2,4-pentadien-1-ol). The yield is 66.2%. As a reaction SMILES: [OH:1][C@H:2]1[CH2:19][CH2:18][C@@:17]2([CH3:20])[C@H:4]([CH2:5][CH2:6][C@@H:7]3[C@@H:16]2[CH2:15][CH2:14][C@@:12]2([CH3:13])[C@:8]3([OH:29])[CH2:9][CH2:10][C@@H:11]2/[CH:21]=[CH:22]/[CH:23]=[CH:24]/[C:25](OC)=[O:26])[CH2:3]1>O1CCCC1.[AlH](CC(C)C)CC(C)C.CCCCCC>[OH:1][C@H:2]1[CH2:19][CH2:18][C@@:17]2([CH3:20])[C@H:4]([CH2:5][CH2:6][C@@H:7]3[C@@H:16]2[CH2:15][CH2:14][C@@:12]2([CH3:13])[C@:8]3([OH:29])[CH2:9][CH2:10][C@@H:11]2/[CH:21]=[CH:22]/[CH:23]=[CH:24]/[CH2:25][OH:26])[CH2:3]1. Procedure details: To a solution of 7.95 g of methyl (E,E)-5-(3β,14β-dihydroxy-5β-androstane-17β-yl)-2,4-pentadienoate (Boutagy J. and Thomas R., Aust. J. Pharm. Chem., 1972, NS1, 67) in 390 ml of dry tetrahydrofuran, 133 ml of 1M i-Bu2AlH in hexane were added dropwise under nitrogen at -78° C. After 2 hrs the reaction was quenched with aqueous sodium sulfate (63 g in 390 ml of water) and stirred at room temperature overnight. The mixture was then filtered through Celite and washed with ethyl acetate. The organic ...